This data is from the Open Reaction Database (ORD), a public repository of structured organic reaction records. The task is: describe an organic reaction: reactants, conditions, products, and yield Starting materials: O=C1c2ccccc2C(=O)N1CCCCBr, C[S-], CO, [Na+]. The product is CSCCCCN1C(=O)c2ccccc2C1=O. RXN SMILES: [Br:1][CH2:2][CH2:3][CH2:4][CH2:5][N:6]1[C:7](=[O:16])[c:8]2[cH:9][cH:10][cH:11][cH:12][c:13]2[C:14]1=[O:15].[CH3:17][S-:18].[CH3:20][OH:21].[Na+:19]>>[CH2:2]([CH2:3][CH2:4][CH2:5][N:6]1[C:7](=[O:16])[c:8]2[cH:9][cH:10][cH:11][cH:12][c:13]2[C:14]1=[O:15])[S:18][CH3:17]. Starting materials: C(C)OC(=O)C1=CC=C(OCCCCCCCCC#CCCCCOC2=CC=C(C=C2)Cl)C=C1 (1-(4-ethoxycarbonylphenoxy)-14-(4-chlorophenoxy)-tetradec 9-yne), [H][H] (hydrogen). The reagents and catalysts are O=[Pt]=O (PtO2). Run in C(C)(=O)O (acetic acid). Product: C(C)OC(=O)C1=CC=C(OCCCCCCCCCCCCCCOC2=CC=C(C=C2)Cl)C=C1 (1-(4-ethoxycarbonylphenoxy)-14-(4-chlorophenoxy)-tetradecane). The yield is 80.3%. As a reaction SMILES: [CH2:1]([O:3][C:4]([C:6]1[CH:34]=[CH:33][C:9]([O:10][CH2:11][CH2:12][CH2:13][CH2:14][CH2:15][CH2:16][CH2:17][CH2:18][C:19]#[C:20][CH2:21][CH2:22][CH2:23][CH2:24][O:25][C:26]2[CH:31]=[CH:30][C:29]([Cl:32])=[CH:28][CH:27]=2)=[CH:8][CH:7]=1)=[O:5])[CH3:2].[H][H]>C(O)(=O)C.O=[Pt]=O>[CH2:1]([O:3][C:4]([C:6]1[CH:34]=[CH:33][C:9]([O:10][CH2:11][CH2:12][CH2:13][CH2:14][CH2:15][CH2:16][CH2:17][CH2:18][CH2:19][CH2:20][CH2:21][CH2:22][CH2:23][CH2:24][O:25][C:26]2[CH:27]=[CH:28][C:29]([Cl:32])=[CH:30][CH:31]=2)=[CH:8][CH:7]=1)=[O:5])[CH3:2]. Procedure: 1-(4-ethoxycarbonylphenoxy)-14-(4-chlorophenoxy)-tetradec 9-yne (2.00 g.; 0.0041 M.) in acetic acid (15 ml.) was reduced in the presence of hydrogen and PtO2 (0.05 g.) at 60° C. and atmospheric pressure. When hydrogen absorption was complete the solution was filtered, the catalyst washed well with ethanol and the solvents evaporated under reduced pressure to yield a colourless oil. 1-(4-ethoxycarbonylphenoxy)-14-(4-chlorophenoxy)-tetradecane (1.62 g.; 80%) M.P. 72.5°-73.5° C. was obtained as a p... Reactants: BrC1=C2C(=C(N=C1)Cl)NC=C2CN(C)C ([(4-Bromo-7-chloro-1H-pyrrolo[2,3-c]pyridin-3-yl)methyl]dimethylamine), [C-]#N.[K+] (potassium cyanide). Solvent: CN(C)C=O (DMF), O (H2O). Product: BrC1=C2C(=C(N=C1)Cl)NC=C2CC#N ((4-Bromo-7-chloro-1H-pyrrolo[2,3-c]pyridin-3-yl)acetonitrile). RXN SMILES: [Br:1][C:2]1[CH:7]=[N:6][C:5]([Cl:8])=[C:4]2[NH:9][CH:10]=[C:11]([CH2:12]N(C)C)[C:3]=12.[C-:16]#[N:17].[K+]>CN(C=O)C.O>[Br:1][C:2]1[CH:7]=[N:6][C:5]([Cl:8])=[C:4]2[NH:9][CH:10]=[C:11]([CH2:12][C:16]#[N:17])[C:3]=12 |f:1.2|. Procedure details: A solution of [(4-bromo-7-chloro-1H-pyrrolo[2,3-c]pyridin-3-yl)methyl]dimethylamine from Step A (195 mg, 0.676 mmol) and potassium cyanide (440 mg, 6.76 mmol) in DMF (0.5 mL) and H2O (0.5 mL) was heated at 100° C. for 2 h. The reaction mixture was partitioned between EtOAc (20 mL) and H2O (10 mL). The layers were separated and the organic layer was dried over Na2SO4, filtered, and concentrated in vacuo to give the title compound. MS: m/z=272 (M+1).